From a dataset of the Open Reaction Database (ORD), a public repository of structured organic reaction records. describe an organic reaction: reactants, conditions, products, and yield Starting materials: CC1([C@@H]([C@@H]1\C=C(\C(OCC)=O)/Cl)C(=O)O)C ((1R,cis) 2,2-dimethyl-3(Z)-[2-chloro-3-oxo-3-ethoxy-propenyl]-cyclopropane-1-carboxylic acid), C(#N)[C@H](C1=CC(=CC=C1)OC1=CC=CC=C1)O ((S)α-cyano-3-phenoxy-benzyl alcohol). Solvent: C(Cl)(Cl)Cl (chloroform). Product: CC1([C@@H]([C@@H]1\C=C(\C(OCC)=O)/Cl)C(=O)O[C@@H](C1=CC(=CC=C1)OC1=CC=CC=C1)C#N)C ((S)α-cyano-3-phenoxy-benzyl (1R,cis) 2,2-dimethyl-3(Z)-[2-chloro-3-oxo-3-ethoxy-propenyl]-cyclopropane-1-carboxylate). As a reaction SMILES: [CH3:1][C:2]1([CH3:16])[C@@H:4](/[CH:5]=[C:6](\[Cl:12])/[C:7](=[O:11])[O:8][CH2:9][CH3:10])[C@H:3]1[C:13]([OH:15])=[O:14].[C:17]([C@@H:19](O)[C:20]1[CH:25]=[CH:24][CH:23]=[C:22]([O:26][C:27]2[CH:32]=[CH:31][CH:30]=[CH:29][CH:28]=2)[CH:21]=1)#[N:18]>C(Cl)(Cl)Cl>[CH3:16][C:2]1([CH3:1])[C@@H:4](/[CH:5]=[C:6](\[Cl:12])/[C:7](=[O:11])[O:8][CH2:9][CH3:10])[C@H:3]1[C:13]([O:15][C@H:19]([C:17]#[N:18])[C:20]1[CH:25]=[CH:24][CH:23]=[C:22]([O:26][C:27]2[CH:28]=[CH:29][CH:30]=[CH:31][CH:32]=2)[CH:21]=1)=[O:14]. Reported procedure: Using the procedure of Example 1, (1R,cis) 2,2-dimethyl-3(Z)-[2-chloro-3-oxo-3-ethoxy-propenyl]-cyclopropane-1-carboxylic acid and (S)α-cyano-3-phenoxy-benzyl alcohol were reacted to obtain (S)α-cyano-3-phenoxy-benzyl (1R,cis) 2,2-dimethyl-3(Z)-[2-chloro-3-oxo-3-ethoxy-propenyl]-cyclopropane-1-carboxylate with a specific rotation of [α]D20 =+21.5°±2.5° (c=0.3% in chloroform). Reaction SMILES: [Ag+2:26].[C:22](=[O:23])([O-:24])[O-:25].[CH3:20][I:21].[CH:27]([Cl:28])([Cl:29])[Cl:30].[Cl:1][c:2]1[cH:3][c:4]([C:5]#[N:6])[cH:7][c:8]([O:10][c:11]2[c:12]([Cl:19])[c:13](=[O:18])[nH:14][c:15]([CH3:17])[cH:16]2)[cH:9]1>>[Cl:1][c:2]1[cH:3][c:4]([C:5]#[N:6])[cH:7][c:8]([O:10][c:11]2[c:12]([Cl:19])[c:13]([O:18][CH3:20])[n:14][c:15]([CH3:17])[cH:16]2)[cH:9]1. Starting materials: [Ag+2], O=C([O-])[O-], CI, ClC(Cl)Cl, Cc1cc(Oc2cc(Cl)cc(C#N)c2)c(Cl)c(=O)[nH]1. The product is COc1nc(C)cc(Oc2cc(Cl)cc(C#N)c2)c1Cl. Starting materials: C(C1=CC=CC=C1)N1CCN(CC1)C1=CC=C2C=CC=C(C2=C1)O (7-(4-benzyl-piperazin-1-yl)-naphthalen-1-ol), CC(C)([O-])C.[K+] (potassium tert.butoxide), C(C)I (ethyl iodide). The solvent is CN(C=O)C (dimethylformamide). Conditions: time 30 minute. Product: C(C1=CC=CC=C1)N1CCN(CC1)C1=CC2=C(C=CC=C2C=C1)OCC (1-benzyl-4-(8-ethoxy-naphthalen-2-yl)-piperazine). As a reaction SMILES: [CH2:1]([N:8]1[CH2:13][CH2:12][N:11]([C:14]2[CH:23]=[C:22]3[C:17]([CH:18]=[CH:19][CH:20]=[C:21]3[OH:24])=[CH:16][CH:15]=2)[CH2:10][CH2:9]1)[C:2]1[CH:7]=[CH:6][CH:5]=[CH:4][CH:3]=1.[CH3:25][C:26](C)([O-])C.[K+].C(I)C>CN(C)C=O>[CH2:1]([N:8]1[CH2:9][CH2:10][N:11]([C:14]2[CH:15]=[CH:16][C:17]3[C:22](=[C:21]([O:24][CH2:25][CH3:26])[CH:20]=[CH:19][CH:18]=3)[CH:23]=2)[CH2:12][CH2:13]1)[C:2]1[CH:3]=[CH:4][CH:5]=[CH:6][CH:7]=1 |f:1.2|. Reported procedure: A suspension of 37 g (0.116 mol) of 7-(4-benzyl-piperazin-1-yl)-naphthalen-1-ol and 15 g (0.134 mol) of potassium tert.butoxide in 150 ml of dimethylformamide is stirred for 30 minutes at ambient temperature and then slowly combined with 11 ml (0.135 mol) of ethyl iodide. It is then stirred for 14 hours at ambient temperature. Then the reaction mixture is concentrated by evaporation and the residue is extracted with dichloromethane and water. It is filtered through aluminium oxide, dried over so... Starting materials: ClCCl, O=C(Cl)C=C1CCc2c(F)cc(F)cc21, [NH4+], [OH-]. RXN SMILES: [Cl:18][CH2:19][Cl:20].[F:3][c:4]1[c:5]2[c:9]([cH:10][c:11]([F:13])[cH:12]1)[C:8](=[CH:14][C:15](=[O:16])[Cl:17])[CH2:7][CH2:6]2.[NH4+:1].[OH-:2]>>[NH2:1][C:15]([CH:14]=[C:8]1[CH2:7][CH2:6][c:5]2[c:4]([F:3])[cH:12][c:11]([F:13])[cH:10][c:9]21)=[O:16]. The product is NC(=O)C=C1CCc2c(F)cc(F)cc21. Starting materials: CC(C)=O, CI, CCOCC, CC1NC(=S)Nc2ccc(Cl)cc21. Product: CSC1=Nc2ccc(Cl)cc2C(C)N1, I. RXN SMILES: [CH3:16][C:17](=[O:18])[CH3:19].[CH3:1][I:2].[CH3:20][CH2:21][O:22][CH2:23][CH3:24].[Cl:3][c:4]1[cH:5][c:6]2[c:11]([cH:12][cH:13]1)[NH:10][C:9](=[S:14])[NH:8][CH:7]2[CH3:15]>>[CH3:1][S:14][C:9]1=[N:10][c:11]2[c:6]([cH:5][c:4]([Cl:3])[cH:13][cH:12]2)[CH:7]([CH3:15])[NH:8]1.[IH:2]. The reactants are C(C)(C)(C)OC(=O)N1C(C2=CC(=C(C=C2CC1)OC)C#N)CC1=CC(=C(C=C1)Cl)Cl (7-cyano-1-(3,4-dichloro-benzyl)-6-methoxy-3,4-dihydro-1H-isoquinoline-2-carboxylic acid tert-butyl ester), [OH-].[K+] (KOH), C(Cl)Cl.CO (CH2Cl2 MeOH), Cl (HCl). Run in C(C1=CC=CC=C1)O (benzyl alcohol), CO (MeOH). Reaction conditions: temperature 160 celsius, time 0.5 hour. Yields the product C(C)(C)(C)OC(=O)N1C(C2=CC(=C(C=C2CC1)OC)C(=O)O)CC1=CC(=C(C=C1)Cl)Cl (1-(3,4-Dichloro-benzyl)-6-methoxy-3,4-dihydro-1H-isoquinoline-2,7-dicarboxylic Acid 2-tert-butyl Ester). As a reaction SMILES: [C:1]([O:5][C:6]([N:8]1[CH2:17][CH2:16][C:15]2[C:10](=[CH:11][C:12]([C:20]#N)=[C:13]([O:18][CH3:19])[CH:14]=2)[CH:9]1[CH2:22][C:23]1[CH:28]=[CH:27][C:26]([Cl:29])=[C:25]([Cl:30])[CH:24]=1)=[O:7])([CH3:4])([CH3:3])[CH3:2].[OH-:31].[K+].Cl.C(Cl)Cl.C[OH:38]>C(O)C1C=CC=CC=1.CO>[C:1]([O:5][C:6]([N:8]1[CH2:17][CH2:16][C:15]2[C:10](=[CH:11][C:12]([C:20]([OH:38])=[O:31])=[C:13]([O:18][CH3:19])[CH:14]=2)[CH:9]1[CH2:22][C:23]1[CH:28]=[CH:27][C:26]([Cl:29])=[C:25]([Cl:30])[CH:24]=1)=[O:7])([CH3:4])([CH3:3])[CH3:2] |f:1.2,4.5|. Reported procedure: To a solution of 7-cyano-1-(3,4-dichloro-benzyl)-6-methoxy-3,4-dihydro-1H-isoquinoline-2-carboxylic acid tert-butyl ester (3.60 g, 8.06 mmol) in benzyl alcohol (10 mL) is added KOH (3.00 g), and the reaction mixture is stirred at 160° C. for 0.5 h. The reaction mixture is allowed to cool to rt and is acidified with 2 M aqueous HCl. The reaction mixture is partitioned with EtOAc (3×20 mL). The combined organic phases are washed with brine, dried over MgSO4, filtered, and evaporated to yield a yel... The reactants are NC1=C(C#N)C(=CC=C1)OC1CCCCC1 (2-amino-6-(cyclohexyloxy)benzonitrile), ClCC(CC(=O)OCC)=O (ethyl 4-chloro-3-oxobutanoate). The product is NC1=C2C(=NC=3C=CC=C(C13)OC1CCCCC1)COC2=O (9-amino-8-(cyclohexyloxy)furo[3,4-b]quinolin-1(3H)-one). RXN SMILES: [NH2:1][C:2]1[CH:9]=[CH:8][CH:7]=[C:6]([O:10][CH:11]2[CH2:16][CH2:15][CH2:14][CH2:13][CH2:12]2)[C:3]=1[C:4]#[N:5].ClCC(=O)[CH2:20][C:21]([O:23][CH2:24][CH3:25])=[O:22]>>[NH2:5][C:4]1[C:3]2[C:6]([O:10][CH:11]3[CH2:12][CH2:13][CH2:14][CH2:15][CH2:16]3)=[CH:7][CH:8]=[CH:9][C:2]=2[N:1]=[C:25]2[CH2:24][O:23][C:21](=[O:22])[C:20]=12. Reported procedure: Prepared as in Example 2a from 2-amino-6-(cyclohexyloxy)benzonitrile (Example 36b) and ethyl 4-chloro-3-oxobutanoate as an orange solid (29%). 1H NMR (400 MHz, DMSO-d6) δ 1.30-1.72 (m, 8H), 2.04-2.08 (m, 2H), 4.70 (m, 1H), 5.26 (s, 2H), 7.09 (d, J=8.0 Hz, 1H), 7.36 (d, J=8.0 Hz, 1H), 7.64 (m, 2H), 8.14 (brs, 1H). MS 299 (MH+). Starting materials: ClC=1C=C2C=C(NC2=C(C1)NC1CCOCC1)C=1SC[C@H](N1)CCN1CCNCC1 ({5-chloro-2-[(R)-4-(2-piperazin-1-yl-ethyl)-4,5-dihydro-thiazol-2-yl]-1H-indol-7-yl}-(tetrahydro-pyran-4-yl)-amine), N1(N=NN=C1)CC(=O)O (1H-tetrazole-1-acetic acid). The product is ClC=1C=C2C=C(NC2=C(C1)NC1CCOCC1)C=1SC[C@H](N1)CCN1CCN(CC1)C(CN1N=NN=C1)=O (1-[4-(2-{(R)-2-[5-chloro-7-(tetrahydro-pyran-4-ylamino)-1H-indol-2-yl]-4,5-dihydro-thiazol-4-yl}-ethyl)-piperazin-1-yl]-2-tetrazol-1-yl-ethanone). Yield: 48.0%. RXN SMILES: [Cl:1][C:2]1[CH:3]=[C:4]2[C:8](=[C:9]([NH:11][CH:12]3[CH2:17][CH2:16][O:15][CH2:14][CH2:13]3)[CH:10]=1)[NH:7][C:6]([C:18]1[S:19][CH2:20][C@@H:21]([CH2:23][CH2:24][N:25]3[CH2:30][CH2:29][NH:28][CH2:27][CH2:26]3)[N:22]=1)=[CH:5]2.[N:31]1([CH2:36][C:37](O)=[O:38])[CH:35]=[N:34][N:33]=[N:32]1>>[Cl:1][C:2]1[CH:3]=[C:4]2[C:8](=[C:9]([NH:11][CH:12]3[CH2:17][CH2:16][O:15][CH2:14][CH2:13]3)[CH:10]=1)[NH:7][C:6]([C:18]1[S:19][CH2:20][C@@H:21]([CH2:23][CH2:24][N:25]3[CH2:30][CH2:29][N:28]([C:37](=[O:38])[CH2:36][N:31]4[CH:35]=[N:34][N:33]=[N:32]4)[CH2:27][CH2:26]3)[N:22]=1)=[CH:5]2. Procedure: The compound (61 mg, 0.14 mmol) prepared in Example 117 and 1H-tetrazole-1-acetic acid instead of glycolic acid were reacted according to the same procedure as Example 118 to give the title compound (31 mg, Yield 48%). Reactants: COC(CCC1=CC(=CC=C1)CNCC1=CC2=C(OCO2)C=C1)=O (3-(3-{[(Benzo[1,3]dioxol-5-ylmethyl)-amino]-methyl}-phenyl)-propionic acid methyl ester), C1(=CC=CC=C1)S(=O)(=O)Cl (benzenesulfonyl chloride). Solvent: C(C)N(CC)CC (triethylamine). Product: COC(CCC1=CC(=CC=C1)CN(CC1=CC2=C(OCO2)C=C1)S(=O)(=O)C1=CC=CC=C1)=O (3-{3-[(Benzenesulfonyl-benzo[1,3]dioxol-5-ylmethyl-amino)-methyl]-phenyl}-propionic acid methyl ester). As a reaction SMILES: [CH3:1][O:2][C:3](=[O:24])[CH2:4][CH2:5][C:6]1[CH:11]=[CH:10][CH:9]=[C:8]([CH2:12][NH:13][CH2:14][C:15]2[CH:23]=[CH:22][C:18]3[O:19][CH2:20][O:21][C:17]=3[CH:16]=2)[CH:7]=1.[C:25]1([S:31](Cl)(=[O:33])=[O:32])[CH:30]=[CH:29][CH:28]=[CH:27][CH:26]=1>C(N(CC)CC)C>[CH3:1][O:2][C:3](=[O:24])[CH2:4][CH2:5][C:6]1[CH:11]=[CH:10][CH:9]=[C:8]([CH2:12][N:13]([S:31]([C:25]2[CH:30]=[CH:29][CH:28]=[CH:27][CH:26]=2)(=[O:33])=[O:32])[CH2:14][C:15]2[CH:23]=[CH:22][C:18]3[O:19][CH2:20][O:21][C:17]=3[CH:16]=2)[CH:7]=1. Reported procedure: The title compound of Step B was prepared following the method described in Step A of Example 1 from 3-(3-{[(benzo[1,3]dioxol-5-ylmethyl)-amino]-methyl}-phenyl)-propionic acid methyl ester of Step A and benzenesulfonyl chloride using triethylamine in place of N,N-diisopropylethylamine. 1H NMR (400 MHz, CDCl3) δ 7.85 (d, 2H), 7.62-7.50 (m, 3H), 7.13 (m, 1H), 7.03 (m, 1H), 6.88 (m, 1H), 6.78 (s, 1H), 6.62 (d, 1H), 6.54 (s, 1H), 6.46 (d, 1H), 5.90 (s, 2H), 4.28 (s, 2H), 4.21 (s, 2H), 3.67 (s, 3H), ... The reactants are ClC1=CC2=C(C(C(CN=C2C2=CC=CC=C2)=CN(C)C)=O)C=C1 (8-chloro-4-dimethylaminomethylidene-1-phenyl-3,4-dihydro-2-benzazepin-5-one), O.NN (hydrazine hydrate). The solvent is CO (methanol). Yields the product Cl.Cl.ClC1=CC2=C(C3=C(CN=C2C2=CC=CC=C2)C=NN3)C=C1 (8-chloro-6-phenyl-1H,4H-pyrazolo[4,3-d](2)benzazepine dihydrochloride). As a reaction SMILES: [Cl:1][C:2]1[CH:23]=[CH:22][C:5]2[C:6](=O)[C:7](=[CH:17][N:18](C)C)[CH2:8][N:9]=[C:10]([C:11]3[CH:16]=[CH:15][CH:14]=[CH:13][CH:12]=3)[C:4]=2[CH:3]=1.O.[NH2:25]N>CO>[ClH:1].[ClH:1].[Cl:1][C:2]1[CH:23]=[CH:22][C:5]2[C:6]3[NH:25][N:18]=[CH:17][C:7]=3[CH2:8][N:9]=[C:10]([C:11]3[CH:16]=[CH:15][CH:14]=[CH:13][CH:12]=3)[C:4]=2[CH:3]=1 |f:1.2,4.5.6|. Procedure details: The mixture of 1 g of 8-chloro-4-dimethylaminomethylidene-1-phenyl-3,4-dihydro-2-benzazepin-5-one, 0.33 g of hydrazine hydrate and 45 ml of methanol is refluxed for 4 hours and evaporated under reduced pressure. The residue is taken up in the minimum amount of acetone-ethanol, the solution acidified with ethereal hydrogen chloride and the precipitate formed filtered off, to yield the 8-chloro-6-phenyl-1H,4H-pyrazolo[4,3-d](2)benzazepine dihydrochloride of the formula ##SPC3##